This data is from the Open Reaction Database (ORD), a public repository of structured organic reaction records. The task is: describe an organic reaction: reactants, conditions, products, and yield Starting materials: IC1=NC(=NC=C1C(F)(F)F)SC (4-Iodo-2-(methylthio)-5-(trifluoromethyl)pyrimidine), C1(=CC=CC=C1)P(C1=CC=CC=C1)C1=CC=CC=C1 (triphenylphosphine), C(#C)C1=C(C=CC=C1)CC(=O)OC (Methyl 2-(2-ethynylphenyl)acetate), TEA. The reagents and catalysts are Cl[Pd]([P](C1=CC=CC=C1)(C2=CC=CC=C2)C3=CC=CC=C3)([P](C4=CC=CC=C4)(C5=CC=CC=C5)C6=CC=CC=C6)Cl (PdCl2(PPh3)2), [Cu]I (CuI). The solvent is C1CCOC1 (THF). Reaction conditions: temperature 100 celsius, time 10 minute. Yields the product CSC1=NC=C(C(=N1)C#CC1=C(C=CC=C1)CC(=O)OC)C(F)(F)F (Methyl 2-(2-((2-(methylthio)-5-(trifluoromethyl)pyrimidin-4-yl)ethynyl)phenyl)acetate). Yield: 68.7%. Reaction SMILES: I[C:2]1[C:7]([C:8]([F:11])([F:10])[F:9])=[CH:6][N:5]=[C:4]([S:12][CH3:13])[N:3]=1.C1(P(C2C=CC=CC=2)C2C=CC=CC=2)C=CC=CC=1.[C:33]([C:35]1[CH:40]=[CH:39][CH:38]=[CH:37][C:36]=1[CH2:41][C:42]([O:44][CH3:45])=[O:43])#[CH:34]>Cl[Pd](Cl)([P](C1C=CC=CC=1)(C1C=CC=CC=1)C1C=CC=CC=1)[P](C1C=CC=CC=1)(C1C=CC=CC=1)C1C=CC=CC=1.[Cu]I.C1COCC1>[CH3:13][S:12][C:4]1[N:3]=[C:2]([C:34]#[C:33][C:35]2[CH:40]=[CH:39][CH:38]=[CH:37][C:36]=2[CH2:41][C:42]([O:44][CH3:45])=[O:43])[C:7]([C:8]([F:11])([F:10])[F:9])=[CH:6][N:5]=1 |^1:48,67|. Procedure details: 4-Iodo-2-(methylthio)-5-(trifluoromethyl)pyrimidine (I14) (2.00 g, 6.24 mmol), PdCl2(PPh3)2 (438 mg, 625 μmol), CuI (119 mg, 625 μmol) and triphenylphosphine (164 mg, 625 μmol) were placed into an oven dried microwave reaction vial under nitrogen. Methyl 2-(2-ethynylphenyl)acetate (I4) (1.31 g, 7.49 mmol), THF (20 mL) and TEA (10 mL) were added and the resulting mixture was stirred at 100° C. under microwave irradiation for 10 minutes. The volatiles were evaporated under reduced pressure then th... Starting materials: C(C)OC(=O)C1=CC=C(COC=2C=3N(C=CC2)C(=C(N3)C)CC#C)C=C1 (8-(4-ethoxycarbonylbenzyloxy)-2-methyl-3-(2-propynyl)imidazo[1,2-a]pyridine). The solvent is C(C)O (ethanol), S(O)(O)(=O)=O (sulfuric acid). Yields the product C(=O)(O)C1=CC=C(COC=2C=3N(C=CC2)C(=C(N3)C)CC#C)C=C1 (8-(4-carboxybenzyloxy)-2-methyl-3-(2-propynyl)imidazo[1,2-a]pyridine). Isolated yield 69.0%. RXN SMILES: C([O:3][C:4]([C:6]1[CH:26]=[CH:25][C:9]([CH2:10][O:11][C:12]2[C:13]3[N:14]([C:18]([CH2:22][C:23]#[CH:24])=[C:19]([CH3:21])[N:20]=3)[CH:15]=[CH:16][CH:17]=2)=[CH:8][CH:7]=1)=[O:5])C>C(O)C.S(=O)(=O)(O)O>[C:4]([C:6]1[CH:7]=[CH:8][C:9]([CH2:10][O:11][C:12]2[C:13]3[N:14]([C:18]([CH2:22][C:23]#[CH:24])=[C:19]([CH3:21])[N:20]=3)[CH:15]=[CH:16][CH:17]=2)=[CH:25][CH:26]=1)([OH:5])=[O:3]. Procedure: A mixture of 8-(4-ethoxycarbonylbenzyloxy)-2-methyl-3-(2-propynyl)imidazo[1,2-a]pyridine (1.04 g) in ethanol (15 ml) and 20% sulfuric acid (40 ml) was refluxed for 5 hours and then ethanol was evaporated in vacuo. The mixture was cooled and the resulting precipitates were collected by filtration. The obtained sulfate was treated with an aqueous solution of sodium bicarbonate and then the mixture was adjusted to pH 4.5 with acetic acid. The resulting precipitates were collected by filtration and ... Starting materials: CCC1(C)CC(=O)C(C)C(C)(CC)N1, CC(=O)OC(C)=O, CO, CN(C)c1ccncc1, NO. The product is CCC1(C)CC(=NOC(C)=O)C(C)C(C)(CC)N1. Reaction SMILES: [CH2:1]([CH3:2])[C:3]1([CH3:14])[NH:4][C:5]([CH3:11])([CH2:12][CH3:13])[CH2:6][C:7](=[O:10])[CH:8]1[CH3:9].[CH3:17][C:18](=[O:19])[O:20][C:21](=[O:22])[CH3:23].[CH3:24][OH:25].[CH3:26][N:27]([CH3:28])[c:29]1[cH:30][cH:31][n:32][cH:33][cH:34]1.[NH2:15][OH:16]>>[CH2:1]([CH3:2])[C:3]1([CH3:14])[NH:4][C:5]([CH3:11])([CH2:12][CH3:13])[CH2:6][C:7](=[N:15][O:20][C:18]([CH3:17])=[O:19])[CH:8]1[CH3:9]. Starting materials: CC[N+]1(CC)CC(O)C1, CN1C(=O)c2c(c3c4ccccc4[nH]c3c3[nH]c4ccccc4c23)C1=O, CN(C)C=O, CC(C)OC(C)C, [Cl-], [H-], [Na+]. Yields the product CCN(CC)CC(O)Cn1c2ccccc2c2c3c(c4c5ccccc5[nH]c4c21)C(=O)N(C)C3=O. As a reaction SMILES: [CH2:30]([CH3:31])[N+:32]1([CH2:37][CH3:38])[CH2:33][CH:34]([OH:36])[CH2:35]1.[CH3:1][N:2]1[C:3](=[O:26])[c:4]2[c:5]3[c:6]([c:7]4[nH:8][c:9]5[cH:10][cH:11][cH:12][cH:13][c:14]5[c:15]4[c:16]2[C:17]1=[O:18])[nH:19][c:20]1[cH:21][cH:22][cH:23][cH:24][c:25]31.[CH3:46][N:47]([CH3:48])[CH:49]=[O:50].[CH:39]([O:40][CH:41]([CH3:42])[CH3:43])([CH3:44])[CH3:45].[Cl-:29].[H-:27].[Na+:28]>>[CH3:1][N:2]1[C:3](=[O:26])[c:4]2[c:5]3[c:6]([c:7]4[nH:8][c:9]5[cH:10][cH:11][cH:12][cH:13][c:14]5[c:15]4[c:16]2[C:17]1=[O:18])[n:19]([CH2:35][CH:34]([CH2:33][N:32]([CH2:30][CH3:31])[CH2:37][CH3:38])[OH:36])[c:20]1[cH:21][cH:22][cH:23][cH:24][c:25]31. The reactants are N1C(=O)C(=O)C2=CC=CC=C12 (isatin), [N+](=O)([O-])C1=CC=CC=C1 (nitrobenzene), C1=CC=C(C=C1)NC(=O)NC2=CC=CC=C2 (carbanilide), [Cl-].[Al+3].[Cl-].[Cl-] (aluminum chloride). Solvent: ice water. Yields the product N1(C(C(C2=CC=CC=C12)N)=O)N (oxindole diamine). As a reaction SMILES: [NH:1]1[C:11]2C(=CC=CC=2)C(=O)C1=O.C1C=CC(N[C:19]([NH:21][C:22]2[CH:27]=[CH:26][CH:25]=[CH:24][CH:23]=2)=[O:20])=CC=1.[Cl-].[Al+3].[Cl-].[Cl-].[N+:32](C1C=CC=CC=1)([O-])=O>>[N:21]1([NH2:32])[C:22]2[C:23](=[CH:24][CH:25]=[CH:26][CH:27]=2)[CH:11]([NH2:1])[C:19]1=[O:20] |f:2.3.4.5|. Procedure details: In a most preferred embodiment of the process of this invention, a solution of 0.05 equivalents of the isatin derivative, 0.06 mole equivalents of the carbanilide, and 0.30 moles of aluminum chloride in 200 ml. of nitrobenzene are maintained at 100° C for about 12 hours. The cooled solution is poured into one liter of ice water and 600 ml. of hexane to precipitate the product. After filtering, the product is suspended in 200 ml. of acetic acid, 5 ml. of water, and 20 ml. of sulfuric acid. This s... Starting materials: COC(=O)C(Cc1ccc(OCCn2c(=O)sc3cc(C(=O)c4ccc(OC)cc4)ccc32)cc1)C(=O)OC, CO. The product is COC(=O)C(Cc1ccc(OCCn2c(=O)sc3cc(Cc4ccc(OC)cc4)ccc32)cc1)C(=O)OC. RXN SMILES: [CH3:1][O:2][c:3]1[cH:4][cH:5][c:6]([C:7](=[O:8])[c:9]2[cH:10][c:11]3[c:12]([n:13]([CH2:17][CH2:18][O:19][c:20]4[cH:21][cH:22][c:23]([CH2:24][CH:25]([C:26](=[O:27])[O:28][CH3:29])[C:30](=[O:31])[O:32][CH3:33])[cH:34][cH:35]4)[c:14](=[O:16])[s:15]3)[cH:36][cH:37]2)[cH:38][cH:39]1.[CH3:40][OH:41]>>[CH3:1][O:2][c:3]1[cH:4][cH:5][c:6]([CH2:7][c:9]2[cH:10][c:11]3[c:12]([n:13]([CH2:17][CH2:18][O:19][c:20]4[cH:21][cH:22][c:23]([CH2:24][CH:25]([C:26](=[O:27])[O:28][CH3:29])[C:30](=[O:31])[O:32][CH3:33])[cH:34][cH:35]4)[c:14](=[O:16])[s:15]3)[cH:36][cH:37]2)[cH:38][cH:39]1. Reactants: COCCO, CNC(=O)c1ccccc1Nc1nc(Cl)ncc1Cl, Cl, CC(=O)N1CCNc2cccc(N)c2C1, C1COCCO1. Product: CNC(=O)c1ccccc1Nc1nc(Nc2cccc3c2CN(C(C)=O)CCN3)ncc1Cl. Reaction SMILES: [CH3:42][O:43][CH2:44][CH2:45][OH:46].[Cl:16][c:17]1[n:18][cH:19][c:20]([Cl:34])[c:21]([NH:23][c:24]2[c:25]([C:26](=[O:27])[NH:28][CH3:29])[cH:30][cH:31][cH:32][cH:33]2)[n:22]1.[ClH:35].[NH2:1][c:2]1[cH:3][cH:4][cH:5][c:6]2[c:12]1[CH2:11][N:10]([C:13]([CH3:14])=[O:15])[CH2:9][CH2:8][NH:7]2.[O:36]1[CH2:37][CH2:38][O:39][CH2:40][CH2:41]1>>[NH:1]([c:2]1[cH:3][cH:4][cH:5][c:6]2[c:12]1[CH2:11][N:10]([C:13]([CH3:14])=[O:15])[CH2:9][CH2:8][NH:7]2)[c:17]1[n:18][cH:19][c:20]([Cl:34])[c:21]([NH:23][c:24]2[c:25]([C:26](=[O:27])[NH:28][CH3:29])[cH:30][cH:31][cH:32][cH:33]2)[n:22]1.